From a dataset of the Open Reaction Database (ORD), a public repository of structured organic reaction records. describe an organic reaction: reactants, conditions, products, and yield Reactants: ClCCl, OCC1CCCCCC1, [Mg+2], O=S(=O)([O-])[O-], O=[Cr](=O)([O-])Cl, c1cc[nH+]cc1. The product is O=CC1CCCCCC1. As a reaction SMILES: [CH2:27]([Cl:28])[Cl:29].[CH:1]1([CH2:8][OH:9])[CH2:2][CH2:3][CH2:4][CH2:5][CH2:6][CH2:7]1.[Mg+2:10].[O-:11][S:12]([O-:13])(=[O:14])=[O:15].[O:16]=[Cr:17]([Cl:18])([O-:19])=[O:20].[nH+:21]1[cH:22][cH:23][cH:24][cH:25][cH:26]1>>[CH:1]1([CH:8]=[O:9])[CH2:2][CH2:3][CH2:4][CH2:5][CH2:6][CH2:7]1.